From a dataset of the Open Reaction Database (ORD), a public repository of structured organic reaction records. describe an organic reaction: reactants, conditions, products, and yield Yields the product Cc1cc2cc(Nc3ccnc4cc(-c5cccn5C(=O)OC(C)(C)C)sc34)ccc2[nH]1. Reactants: Cc1cc2cc(Nc3ccnc4cc(Br)sc34)ccc2[nH]1, CC(C)(C)OC(=O)n1cccc1B(O)O. RXN SMILES: [Br:16][c:17]1[cH:18][c:19]2[n:20][cH:21][cH:22][c:23]([NH:26][c:27]3[cH:28][c:29]4[cH:30][c:31]([CH3:36])[nH:32][c:33]4[cH:34][cH:35]3)[c:24]2[s:25]1.[C:1]([CH3:2])([CH3:3])([CH3:4])[O:5][C:6](=[O:7])[n:8]1[c:9]([B:13]([OH:14])[OH:15])[cH:10][cH:11][cH:12]1>>[C:1]([CH3:2])([CH3:3])([CH3:4])[O:5][C:6](=[O:7])[n:8]1[c:9](-[c:17]2[cH:18][c:19]3[n:20][cH:21][cH:22][c:23]([NH:26][c:27]4[cH:28][c:29]5[cH:30][c:31]([CH3:36])[nH:32][c:33]5[cH:34][cH:35]4)[c:24]3[s:25]2)[cH:10][cH:11][cH:12]1. Product: CC(C)C(Cl)=C(C#N)C#N. The reactants are ClCCl, CC(C)C(O)=C(C#N)C#N. Reaction SMILES: [Cl:11][CH2:12][Cl:13].[OH:1][C:2]([CH:3]([CH3:4])[CH3:5])=[C:6]([C:7]#[N:8])[C:9]#[N:10]>>[C:2]([CH:3]([CH3:4])[CH3:5])(=[C:6]([C:7]#[N:8])[C:9]#[N:10])[Cl:11]. Starting materials: ClC1=CC(=NC(=C1Cl)Cl)C(N)=S (4, 5, 6-trichloropyridine-2-carbothioamide), ClCC(=O)C(F)(F)F (1-chloro-3,3,3-trifluoroacetone). The solvent is C(C)(=O)O (acetic acid). The product is ClC1=NC(=CC(=C1Cl)Cl)C=1SC(=CN1)C(F)(F)F (2,3,4-trichloro-6-[5-(trifluoromethyl)-1,3-thiazol-2-yl]pyridine). Yield: 17.8%. RXN SMILES: [Cl:1][C:2]1[C:7]([Cl:8])=[C:6]([Cl:9])[N:5]=[C:4]([C:10](=[S:12])[NH2:11])[CH:3]=1.Cl[CH2:14][C:15]([C:17]([F:20])([F:19])[F:18])=O>C(O)(=O)C>[Cl:9][C:6]1[C:7]([Cl:8])=[C:2]([Cl:1])[CH:3]=[C:4]([C:10]2[S:12][C:15]([C:17]([F:20])([F:19])[F:18])=[CH:14][N:11]=2)[N:5]=1. Reported procedure: A mixture of 4, 5, 6-trichloropyridine-2-carbothioamide (2.85 g, 11.8 mmol) and 1-chloro-3,3,3-trifluoroacetone (2.59 g, 17.7 mmol) in glacial acetic acid (25 mL) was heated at reflux for 4 hours. Upon cooling, the solids formed were filtered and washed with water (3×100 mL) and sodium bicarbonate (3×50 mL). The solids were then dissolved in dichloromethane and the organic phase was washed with brine (150 mL), and dried (MgSO4). The solvent was removed and the residue purified by preparative liq... Reactants: [B-](C(=C)C)(F)(F)F.[K+] (Potassium trifluoro(prop-1-en-2-yl)borate), BrC=1C=C(C(=NC1)NS(=O)(=O)C1=CC=C(C=C1)F)OC (N-(5-bromo-3-methoxypyridin-2-yl)-4-fluorobenzenesulfonamide), C([O-])([O-])=O.[Cs+].[Cs+] (caesium carbonate). The reagents and catalysts are [Pd](Cl)Cl (palladium(II) chloride), C1(=CC=CC=C1)P(C1=CC=CC=C1)C1=CC=CC=C1 (triphenylphosphine). The solvent is O1CCCC1 (tetrahydrofuran), O (water), ClCCl (dichloromethane), O (water). Conditions: temperature 140 celsius. Yields the product FC1=CC=C(C=C1)S(=O)(=O)NC1=NC=C(C=C1OC)C(=C)C (4-fluoro-N-(3-methoxy-5-(prop-1-en-2-yl)pyridin-2-yl)benzenesulfonamide). Yield: 64.6%. RXN SMILES: [B-](F)(F)(F)[C:2]([CH3:4])=[CH2:3].[K+].Br[C:10]1[CH:11]=[C:12]([O:27][CH3:28])[C:13]([NH:16][S:17]([C:20]2[CH:25]=[CH:24][C:23]([F:26])=[CH:22][CH:21]=2)(=[O:19])=[O:18])=[N:14][CH:15]=1.C(=O)([O-])[O-].[Cs+].[Cs+]>O1CCCC1.O.ClCCl.[Pd](Cl)Cl.C1(P(C2C=CC=CC=2)C2C=CC=CC=2)C=CC=CC=1>[F:26][C:23]1[CH:24]=[CH:25][C:20]([S:17]([NH:16][C:13]2[C:12]([O:27][CH3:28])=[CH:11][C:10]([C:2]([CH3:4])=[CH2:3])=[CH:15][N:14]=2)(=[O:19])=[O:18])=[CH:21][CH:22]=1 |f:0.1,3.4.5|. Procedure details: Potassium trifluoro(prop-1-en-2-yl)borate (53.3 mg, 0.360 mmol), N-(5-bromo-3-methoxypyridin-2-yl)-4-fluorobenzenesulfonamide (130 mg, 0.360 mmol), caesium carbonate (352 mg, 1.080 mmol), palladium(II) chloride (1.276 mg, 7.20 μmol) and triphenylphosphine (5.66 mg, 0.022 mmol) were added to a microwave vial and suspended in tetrahydrofuran (THF) (2 mL) and water (0.2 mL). The reaction vessel was sealed and heated by microwaves to 140° C. for 30 minutes. After cooling, the mixture was diluted wit... Reactants: C1(=CC=CC=C1)[C@H](CC)NC(=O)C1=C(C(=NC2=CC=CC=C12)C1=CC=CC=C1)CN1CCNCC1 (2-phenyl-3-piperazin-1-ylmethylquinoline-4-carboxylic acid ((S)-1-phenyl-propyl)-amide), CC(=O)C (acetone), C1(CCC(=O)O1)=O (succinic anhydride). The solvent is C(Cl)Cl (CH2Cl2). The product is CC([C@@H](C1=CC=CC=C1)NC(=O)C1=C(C(=NC2=CC=CC=C12)C1=CC=CC=C1)CN1CCN(CC1)C(CCC(=O)O)=O)C (4-{4-[4-((S)-2-Methyl-1-phenyl-propylcarbamoyl)-2-phenyl-quinolin-3-ylmethyl]-piperazin-1-yl}-4-oxo-butyric acid). Isolated yield 54.0%. Reaction SMILES: [C:1]1([C@@H:7]([NH:10][C:11]([C:13]2[C:22]3[C:17](=[CH:18][CH:19]=[CH:20][CH:21]=3)[N:16]=[C:15]([C:23]3[CH:28]=[CH:27][CH:26]=[CH:25][CH:24]=3)[C:14]=2[CH2:29][N:30]2[CH2:35][CH2:34][NH:33][CH2:32][CH2:31]2)=[O:12])[CH2:8][CH3:9])[CH:6]=[CH:5][CH:4]=[CH:3][CH:2]=1.[C:36]1(=[O:42])[O:41][C:39](=[O:40])[CH2:38][CH2:37]1.[CH3:43]C(C)=O>C(Cl)Cl>[CH3:9][CH:8]([CH3:43])[C@H:7]([NH:10][C:11]([C:13]1[C:22]2[C:17](=[CH:18][CH:19]=[CH:20][CH:21]=2)[N:16]=[C:15]([C:23]2[CH:24]=[CH:25][CH:26]=[CH:27][CH:28]=2)[C:14]=1[CH2:29][N:30]1[CH2:31][CH2:32][N:33]([C:36](=[O:42])[CH2:37][CH2:38][C:39]([OH:41])=[O:40])[CH2:34][CH2:35]1)=[O:12])[C:1]1[CH:2]=[CH:3][CH:4]=[CH:5][CH:6]=1. Reported procedure: 200 mg (0.42 mmol) of 2-phenyl-3-piperazin-1-ylmethylquinoline-4-carboxylic acid ((S)-1-phenyl-propyl)-amide (compound of Description 13) were dissolved in 5 ml acetone and 42 mg of succinic anhydride were added. The mixture was then refluxed for 10 hours. After cooling the mixture was diluted with 50 ml of CH2Cl2, washed three times with 30 ml water, dried over MgSO4, concentrated to dryness. The residue was purified by flash chromatography on silicagel (CH2Cl2/MeOH: 90/10) to afford 130 mg of ... Starting materials: Clc1ccc2oc(Br)c(-c3cccc(CBr)c3)c2c1, CC(C)=O, CCO, N#C[Na]. Product: N#CCc1cccc(-c2c(Br)oc3ccc(Cl)cc23)c1. RXN SMILES: [Br:1][c:2]1[o:3][c:4]2[c:5]([c:6]1-[c:7]1[cH:8][c:9]([CH2:13][Br:14])[cH:10][cH:11][cH:12]1)[cH:15][c:16]([Cl:19])[cH:17][cH:18]2.[CH3:23][C:24](=[O:25])[CH3:26].[CH3:27][CH2:28][OH:29].[Na:20][C:21]#[N:22]>>[Br:1][c:2]1[o:3][c:4]2[c:5]([c:6]1-[c:7]1[cH:8][c:9]([CH2:13][C:21]#[N:22])[cH:10][cH:11][cH:12]1)[cH:15][c:16]([Cl:19])[cH:17][cH:18]2. Reactants: O1N=C(N=C1)C1=CC=C(CN(S(=O)(=O)C2=CC=C(C=C2)Cl)[C@H]2[C@@H](CCCC2)CO)C=C1 (N-(4-(1,2,4-oxadiazol-3-yl)benzyl)-4-chloro-N-(trans-2-(hydroxymethyl)cyclohexyl)benzenesulfonamide), ClC1=CC=C(C=C1)S(=O)(=O)N[C@H]1[C@@H](CCCC1)CO (4-chloro-N-(trans-2-(hydroxymethyl)cyclohexyl)benzenesulfonamide), C([O-])([O-])=O.[Cs+].[Cs+] (cesium carbonate), BrCC1=C(C(=C(C=C1)C=1OC=CN1)F)F (2-(4-(bromomethyl)-2,3-difluorophenyl)oxazole). Product: title compound, ClC1=CC=C(C=C1)S(=O)(=O)N([C@H]1[C@@H](CCCC1)CO)CC1=C(C(=C(C=C1)C=1OC=CN1)F)F (4-chloro-N-(2,3-difluoro-4-(oxazol-2-yl)benzyl)-N-(trans-2-(hydroxymethyl)cyclohexyl)benzenesulfonamide). Isolated yield 39.6%. Reaction SMILES: [Cl:1][C:2]1[CH:7]=[CH:6][C:5]([S:8]([NH:11][C@@H:12]2[CH2:17][CH2:16][CH2:15][CH2:14][C@H:13]2[CH2:18][OH:19])(=[O:10])=[O:9])=[CH:4][CH:3]=1.C(=O)([O-])[O-].[Cs+].[Cs+].Br[CH2:27][C:28]1[CH:33]=[CH:32][C:31]([C:34]2[O:35][CH:36]=[CH:37][N:38]=2)=[C:30]([F:39])[C:29]=1[F:40].O1C=NC(C2C=CC(CN([C@@H]3CCCC[C@H]3CO)S(C3C=CC(Cl)=CC=3)(=O)=O)=CC=2)=N1>>[Cl:1][C:2]1[CH:7]=[CH:6][C:5]([S:8]([N:11]([CH2:27][C:28]2[CH:33]=[CH:32][C:31]([C:34]3[O:35][CH:36]=[CH:37][N:38]=3)=[C:30]([F:39])[C:29]=2[F:40])[C@@H:12]2[CH2:17][CH2:16][CH2:15][CH2:14][C@H:13]2[CH2:18][OH:19])(=[O:9])=[O:10])=[CH:4][CH:3]=1 |f:1.2.3|. Procedure details: The title compound was synthesized from 4-chloro-N-(trans-2-(hydroxymethyl)cyclohexyl)benzenesulfonamide (200 mg, 0.66 mmol), cesium carbonate (257 mg, 0.79 mmol), and 2-(4-(bromomethyl)-2,3-difluorophenyl)oxazole (217 mg, 0.79 mmol)) according to the procedure described for N-(4-(1,2,4-oxadiazol-3-yl)benzyl)-4-chloro-N-(trans-2-(hydroxymethyl)cyclohexyl)benzenesulfonamide (Example 11) to give 4-chloro-N-(2,3-difluoro-4-(oxazol-2-yl)benzyl)-N-(trans-2-(hydroxymethyl)cyclohexyl)benzenesulfonamide... Starting materials: C(C)(=O)OO (per-acetic acid), C(C)(=O)[O-].[Na+] (sodium acetate), ClC=1C=C(CN2C(C=3C(=CN=C(C3CC2)C(=O)N(C)C)O)=O)C=CC1F (6-(3-Chloro-4-fluorobenzyl)-4-hydroxy-N,N-dimethyl-5-oxo-5,6,7,8-tetrahydro-2,6-naphthyridine-1-carboxamide). The solvent is C(C)(=O)O (acetic acid). Conditions: temperature 50 celsius. The product is ClC=1C=C(CN2C(C3=C(C=[N+](C(=C3CC2)C(=O)N(C)C)[O-])O)=O)C=CC1F (6-(3-Chloro-4-fluorobenzyl)-4-hydroxy-N,N-dimethyl-5-oxo-5,6,7,8-tetrahydro-2,6-naphthyridine-1-carboxamide 2-oxide). As a reaction SMILES: [Cl:1][C:2]1[CH:3]=[C:4]([CH:23]=[CH:24][C:25]=1[F:26])[CH2:5][N:6]1[CH2:15][CH2:14][C:13]2[C:12]([C:16]([N:18]([CH3:20])[CH3:19])=[O:17])=[N:11][CH:10]=[C:9]([OH:21])[C:8]=2[C:7]1=[O:22].C(OO)(=[O:29])C.C([O-])(=O)C.[Na+]>C(O)(=O)C>[Cl:1][C:2]1[CH:3]=[C:4]([CH:23]=[CH:24][C:25]=1[F:26])[CH2:5][N:6]1[CH2:15][CH2:14][C:13]2[C:8](=[C:9]([OH:21])[CH:10]=[N+:11]([O-:29])[C:12]=2[C:16]([N:18]([CH3:19])[CH3:20])=[O:17])[C:7]1=[O:22] |f:2.3|. Reported procedure: 6-(3-Chloro-4-fluorobenzyl)-4-hydroxy-N,N-dimethyl-5-oxo-5,6,7,8-tetrahydro-2,6-naphthyridine-1-carboxamide (24 g, 63.5 mmol) was dissolved in 1000 mL glacial acetic acid and per-acetic acid (32% by weight in acetic acid, 151 mL, 635 mmol) and sodium acetate (2.6 g, 31.7 mmol) was added. The reaction was warmed to 50° C. and aged overnight at which time LCMS showed the reaction done. The solution reduced in volume to ⅓ on the rotoevaporator, cooled in an ice bath and quenched slowly with 10% Na2... The reactants are FC1=CC=C2C(=C3N(C2=C1)CCN1C3=C(C=3C=CC(=CC13)F)CC1N(CCC1)C(C(F)(F)F)=O)CC1N(CCC1)C(C(F)(F)F)=O (1-(2-{3,10-Difluoro-14-[1-(2,2,2-trifluoro-acetyl)-pyrrolidin-2-ylmethyl]-6,7-dihydro-pyrazino[1,2-a;4,3-a′]diindol-13-ylmethyl}-pyrrolidin-1-yl)-2,2,2-trifluoro-ethanone), C(=O)([O-])[O-].[K+].[K+] (K2CO3). Run in CO (MeOH), CCOC(=O)C (EtOAc), O (water). Reaction conditions: temperature 60 celsius. Product: FC1=CC=C2C(=C3N(C2=C1)CCN1C3=C(C=3C=CC(=CC13)F)CC1NCCC1)CC1NCCC1 (3,10-Difluoro-13,14-bis-pyrrolidin-2-ylmethyl-6,7-dihydro-pyrazino[1,2-a;4,3-a′]diindole). As a reaction SMILES: [F:1][C:2]1[CH:10]=[C:9]2[C:5]([C:6]([CH2:35][CH:36]3[CH2:40][CH2:39][CH2:38][N:37]3C(=O)C(F)(F)F)=[C:7]3[C:14]4=[C:15]([CH2:23][CH:24]5[CH2:28][CH2:27][CH2:26][N:25]5C(=O)C(F)(F)F)[C:16]5[CH:17]=[CH:18][C:19]([F:22])=[CH:20][C:21]=5[N:13]4[CH2:12][CH2:11][N:8]32)=[CH:4][CH:3]=1.C([O-])([O-])=O.[K+].[K+]>CO.CCOC(C)=O.O>[F:1][C:2]1[CH:10]=[C:9]2[C:5]([C:6]([CH2:35][CH:36]3[CH2:40][CH2:39][CH2:38][NH:37]3)=[C:7]3[C:14]4=[C:15]([CH2:23][CH:24]5[CH2:28][CH2:27][CH2:26][NH:25]5)[C:16]5[CH:17]=[CH:18][C:19]([F:22])=[CH:20][C:21]=5[N:13]4[CH2:12][CH2:11][N:8]32)=[CH:4][CH:3]=1 |f:1.2.3|. Procedure: A mixture containing 28 (1.94 g, 2.97 mmol) and K2CO3 (2.05 g, 14.8 mmol) in MeOH (60 mL) was heated at 60° C. for 1.5 h. The reaction mixture was cooled to ambient temperature and diluted with EtOAc and water. The layers were separated and the aqueous phase was extracted three times with EtOAc. The combined organic extracts were washed with brine, dried over anhydrous Na2SO4, filtered, and concentrated to afford 1.57 g (quant.) of 29 as a yellow solid which was used without further purification...